This data is from the Open Reaction Database (ORD), a public repository of structured organic reaction records. The task is: describe an organic reaction: reactants, conditions, products, and yield The reactants are CONC(=O)C1=CC=CC=C1N, CC1=NN(C=C1NC2=NC=C(C(=C2)I)C(F)(F)F)C. The reagents and catalysts are C(=O)([O-])[O-].[Cs+].[Cs+], CC1(C2=C(C(=CC=C2)P(C3=CC=CC=C3)C4=CC=CC=C4)OC5=C1C=CC=C5P(C6=CC=CC=C6)C7=CC=CC=C7)C, CC(=O)O.CC(=O)O.[Pd]. Solvent: C1COCCO1. Run at temperature 100 celsius. Yields the product CC1=NN(C=C1NC2=NC=C(C(=C2)NC3=CC=CC=C3C(=O)NOC)C(F)(F)F)C. Yield: 74.9%. Reported procedure: (9,9-dimethyl-9H-xanthene-4,5-diyl)bis(diphenylphosphine) (1.817 g, 3.14 mmol), diacetoxypalladium (0.353 g, 1.57 mmol), 2-amino-N-methoxybenzamide (8.87 g, 53.39 mmol), N-(1,3-dimethyl-1H-pyrazol-4-yl)-4-iodo-5-(trifluoromethyl)pyridin-2-amine (12 g, 31.40 mmol) and cesium carbonate (20.46 g, 62.81 mmol) were weighed out in a round bottom flask. dioxane (130 mL) was added and argon was let to bubble in the mixture for 10 minutes. The suspension was stirred at 100 °C overnight. The reaction mixt... Reactants: [OH-].[Na+] (sodium hydroxide), FC1=C(C#N)C=C(C=C1)C=C1OC(C2=CC=CC=C12)=O (2-fluoro-5-(3-oxo-3H-isobenzofuran-1-ylidenemethyl)benzonitrile), O.NN (hydrazine hydrate), ( d ), compound D. Product: FC1=C(C#N)C=C(C=C1)CC1=NNC(C2=CC=CC=C12)=O (2-fluoro-5-[(4-oxo-3,4-dihydrophthalazin-1-yl)methyl]benzonitrile). Reaction SMILES: [F:1][C:2]1[CH:9]=[CH:8][C:7]([CH:10]=[C:11]2[C:19]3[C:14](=[CH:15][CH:16]=[CH:17][CH:18]=3)[C:13](=O)[O:12]2)=[CH:6][C:3]=1[C:4]#[N:5].O.[NH2:22][NH2:23].[OH-].[Na+]>>[F:1][C:2]1[CH:9]=[CH:8][C:7]([CH2:10][C:11]2[C:19]3[C:14](=[CH:15][CH:16]=[CH:17][CH:18]=3)[C:13](=[O:12])[NH:23][N:22]=2)=[CH:6][C:3]=1[C:4]#[N:5] |f:1.2,3.4|. Reported procedure: from compound E by reaction with hydrazine hydrate; and (d) synthesising compound D from compound ED by reaction with sodium hydroxide.